This data is from the Open Reaction Database (ORD), a public repository of structured organic reaction records. The task is: describe an organic reaction: reactants, conditions, products, and yield Reactants: C(C)(C)(C)OC(C(CC(C)C)NC(C1=C(C=C(C=C1)OC)SSC1=C(C=CC(=C1)OC)C(NC(CC(C)C)C(=O)OC(C)(C)C)=O)=O)=O (2-[2-[2-(1-tert-Butoxycarbonyl-3-methylbutylcarbamoyl)-5-methoxy-phenyldisulfanyl]-4-methoxybenzoylamino]-4-methyl-pentanoic acid tert-butyl ester), FC(C(=O)O)(F)F (trifluoroacetic acid), C1(=CC=CC=C1)OC (anisole). Solvent: ClCCl (dichloromethane). Yields the product C(=O)(O)C(CC(C)C)NC(=O)C1=C(C=C(C=C1)OC)SSC1=C(C(=O)NC(C(=O)O)CC(C)C)C=CC(=C1)OC (2-{2-[2-(1-Carboxy-3-methyl-butylcarbamoyl)-5-methoxy-phenyldisulfanyl]-4-methoxybenzoylamino}-4-methyl-pentanoic acid). Yield: 7.9%. RXN SMILES: C([O:5][C:6](=[O:48])[CH:7]([NH:12][C:13](=[O:47])[C:14]1[CH:19]=[CH:18][C:17]([O:20][CH3:21])=[CH:16][C:15]=1[S:22][S:23][C:24]1[CH:29]=[C:28]([O:30][CH3:31])[CH:27]=[CH:26][C:25]=1[C:32](=[O:46])[NH:33][CH:34]([C:39]([O:41]C(C)(C)C)=[O:40])[CH2:35][CH:36]([CH3:38])[CH3:37])[CH2:8][CH:9]([CH3:11])[CH3:10])(C)(C)C.FC(F)(F)C(O)=O.C1(OC)C=CC=CC=1>ClCCl>[C:39]([CH:34]([NH:33][C:32]([C:25]1[CH:26]=[CH:27][C:28]([O:30][CH3:31])=[CH:29][C:24]=1[S:23][S:22][C:15]1[CH:16]=[C:17]([O:20][CH3:21])[CH:18]=[CH:19][C:14]=1[C:13]([NH:12][CH:7]([CH2:8][CH:9]([CH3:10])[CH3:11])[C:6]([OH:48])=[O:5])=[O:47])=[O:46])[CH2:35][CH:36]([CH3:38])[CH3:37])([OH:41])=[O:40]. Procedure details: This compound was prepared according to the procedure described in Example 50 using [S-(R*,R*)]-2-[2-[2-(1-tert-butoxycarbonyl-3-methyl-butylcarbamoyl)-5-methoxy-phenyldisulfanyl]-4-methoxy-benzoylamino]-4-methyl-pentanoic acid tert-butyl ester (1.2 g, 17.0 mmol) from Example 30, 10 mL dichloromethane, 10 mL trifluoroacetic acid, and 1 mL anisole. The crude product was recrystallized from methanol/water to afford 0.8 g of the title compound, mp 230-231° C. Reactants: BrBr (bromine), O (Water), C1=CC=C(C=C1)P(C2=CC=CC=C2)C3=CC=CC=C3 (PPh3), ClC1=C(C(=CC=C1)Cl)C=1C=C2C=CC(=CC2=CC1)CO ([6-(2,6-dichlorophenyl)-2-naphthyl]methanol). Solvent: C(Cl)Cl (CH2Cl2), C(Cl)Cl (CH2Cl2). Reaction conditions: time 30 minute. The product is BrCC1=CC2=CC=C(C=C2C=C1)C1=C(C=CC=C1Cl)Cl (2-(bromomethyl)-6-(2,6-dichlorophenyl)naphthalene). RXN SMILES: C1C=CC(P(C2C=CC=CC=2)C2C=CC=CC=2)=CC=1.[Br:20]Br.[Cl:22][C:23]1[CH:28]=[CH:27][CH:26]=[C:25]([Cl:29])[C:24]=1[C:30]1[CH:31]=[C:32]2[C:37](=[CH:38][CH:39]=1)[CH:36]=[C:35]([CH2:40]O)[CH:34]=[CH:33]2.O>C(Cl)Cl>[Br:20][CH2:40][C:35]1[CH:34]=[CH:33][C:32]2[C:37](=[CH:38][CH:39]=[C:30]([C:24]3[C:23]([Cl:22])=[CH:28][CH:27]=[CH:26][C:25]=3[Cl:29])[CH:31]=2)[CH:36]=1. Reported procedure: To a solution of PPh3 (0.251 g) in CH2Cl2 (1 ml) is added drop by drop, at 0° C., a solution of bromine (0.049 ml) in CH2Cl2 (1 ml). After 30 min, [6-(2,6-dichlorophenyl)-2-naphthyl]methanol 287 (0.242 g) is added. The mixture is stirred, under argon, at RT for 6 h. Water (2 ml) is added. The aqueous phase is extracted with CH2Cl2 (3×5 ml). The organic phases are dried over MgSO4 and evaporated under vacuum. The residue is purified by silica gel chromatography using AcOEt/cyclohexane 40/60 as el... Reaction SMILES: [Br:1][C:2]1[CH:3]=[CH:4][C:5]2[N:10]([CH2:11][C:12]3[CH:17]=[CH:16][C:15]([O:18][CH3:19])=[CH:14][CH:13]=3)[C:9](=[O:20])[O:8][C:7]([CH2:25]O)([C:21]([F:24])([F:23])[F:22])[C:6]=2[CH:27]=1.CC1C=CC=C(C)N=1.FC(F)(F)S(OS(C(F)(F)F)(=O)=O)(=O)=O.C(=O)([O-])O.[Na+].[N-:56]=[N+:57]=[N-:58].[Na+]>C(Cl)(Cl)Cl.C(OCC)(=O)C.O>[N:56]([CH2:25][C:7]1([C:21]([F:24])([F:23])[F:22])[C:6]2[CH:27]=[C:2]([Br:1])[CH:3]=[CH:4][C:5]=2[N:10]([CH2:11][C:12]2[CH:17]=[CH:16][C:15]([O:18][CH3:19])=[CH:14][CH:13]=2)[C:9](=[O:20])[O:8]1)=[N+:57]=[N-:58] |f:3.4,5.6|. Yields the product N(=[N+]=[N-])CC1(OC(N(C2=C1C=C(C=C2)Br)CC2=CC=C(C=C2)OC)=O)C(F)(F)F (4-(azidomethyl)-6-bromo-1-(4-methoxybenzyl)-4-(trifluoromethyl)-1,4-dihydro-2H-3,1-benzoxazin-2-one). The solvent is C(Cl)(Cl)Cl (chloroform), C(C)(=O)OCC (ethyl acetate), O (water), C(C)(=O)OCC (ethyl acetate). The reactants are C(O)([O-])=O.[Na+] (sodium hydrogen carbonate), BrC=1C=CC2=C(C(OC(N2CC2=CC=C(C=C2)OC)=O)(C(F)(F)F)CO)C1 (6-Bromo-4-(hydroxymethyl)-1-(4-methoxybenzyl)-4-(trifluoromethyl)-1,4-dihydro-2H-3,1-benzoxazin-2-one), [N-]=[N+]=[N-].[Na+] (sodium azide), CC1=NC(=CC=C1)C (2,6-dimethylpyridine), FC(S(=O)(=O)OS(=O)(=O)C(F)(F)F)(F)F (trifluoromethanesulfonic anhydride). Reaction conditions: time 1 hour. Reported procedure: 6-Bromo-4-(hydroxymethyl)-1-(4-methoxybenzyl)-4-(trifluoromethyl)-1,4-dihydro-2H-3,1-benzoxazin-2-one (61.3 g, 0.137 mol) was dissolved in chloroform (400 mL) and 2,6-dimethylpyridine (48.0 mL, 0.412 mol), and while stirring the solution at 0° C., trifluoromethanesulfonic anhydride (46.4 mL, 0.275 mol) was added dropwise thereto. After the reaction solution was stirred for 1 hour under ice-cooling, a saturated aqueous sodium hydrogen carbonate solution was added thereto. Then, the solution was d... Reactants: BrC1=CC2=C(C=3C=NNC13)COC([C@@H](C2)CC(=O)OC)=O ((S)-Methyl 2-(4-bromo-8-oxo-6,7,8,10-tetrahydro-3H-oxepino[3,4-e]indazol-7-yl)acetate), O.[OH-].[Li+] (lithium hydroxide hydrate), O (Water), O.[OH-].[Li+] (lithium hydroxide hydrate). Run in O1CCCC1 (tetrahydrofuran), CO (methanol). Reaction conditions: time 5 hour. The product is BrC=1C=C(C(=C2C=NNC12)CO)C[C@H](C(=O)O)CC(=O)O ((S)-2-((7-bromo-4-(hydroxymethyl)-1H-indazol-5-yl)methyl)succinic acid). Yield: 73.0%. Reaction SMILES: [Br:1][C:2]1[C:10]2[NH:9][N:8]=[CH:7][C:6]=2[C:5]2[CH2:11][O:12][C:13](=[O:21])[C@H:14]([CH2:16][C:17]([O:19]C)=[O:18])[CH2:15][C:4]=2[CH:3]=1.[OH2:22].O.[OH-].[Li+]>O1CCCC1.CO>[Br:1][C:2]1[CH:3]=[C:4]([CH2:15][C@@H:14]([CH2:16][C:17]([OH:19])=[O:18])[C:13]([OH:12])=[O:21])[C:5]([CH2:11][OH:22])=[C:6]2[C:10]=1[NH:9][N:8]=[CH:7]2 |f:2.3.4|. Reported procedure: (S)-Methyl 2-(4-bromo-8-oxo-6,7,8,10-tetrahydro-3H-oxepino[3,4-e]indazol-7-yl)acetate (135 mg, 0.368 mmol) was dissolved in a mixture of tetrahydrofuran (4.0 mL) and methanol (4.0 mL). Water (4.0 mL) was added to the mixture followed by lithium hydroxide hydrate (31.5 mg, 0.751 mmol). Reaction stirred at room temperature for 5 hours. Another 30 mg of lithium hydroxide hydrate was added to the mixture. Reaction stirred at room temperature for 18 hours. Reaction was quenched with 1.6 mL 1N hydroch... Starting materials: [H-].[Na+] (NaH), IC (iodomethane), C(C1=CC=CC=C1)OC[C@H]1C[C@H](C1)O (cis-3-benzyloxymethylcyclobutanol), [H-].[Na+] (NaH), IC (iodomethane). Solvent: O1CCCC1 (tetrahydrofuran). Run at time 15 minute. The product is CO[C@@H]1C[C@@H](C1)COCC1=CC=CC=C1 (cis-3-benzyloxymethylcyclobutanol methyl ether). RXN SMILES: [CH2:1]([O:8][CH2:9][C@@H:10]1[CH2:13][C@H:12]([OH:14])[CH2:11]1)[C:2]1[CH:7]=[CH:6][CH:5]=[CH:4][CH:3]=1.[H-].[Na+].I[CH3:18]>O1CCCC1>[CH3:18][O:14][C@H:12]1[CH2:13][C@@H:10]([CH2:9][O:8][CH2:1][C:2]2[CH:7]=[CH:6][CH:5]=[CH:4][CH:3]=2)[CH2:11]1 |f:1.2|. Reported procedure: To a solution of cis-3-benzyloxymethylcyclobutanol (Albany Molecular Research Institute, 1.0 g, 5.2 mmol) in 10 mL of tetrahydrofuran at 0° C. was added NaH (0.62 g, 15.6 mmol). The mixture stirred for 15 minutes then iodomethane (0.49 mL, 7.8 mmol) was added and the mixture was allowed to warm to ambient temperature and stir for 16 hours. Some starting material remained by TLC so additional NaH (0.21, 5.2 mmol) and iodomethane (0.32 mL, 5.2 mmol) were added and the mixture stirred for an additi...